This data is from the Open Reaction Database (ORD), a public repository of structured organic reaction records. The task is: describe an organic reaction: reactants, conditions, products, and yield The reactants are C[Si](C1=CC(=CO1)C=O)(C)C (5-trimethylsilyl-3-furaldehyde), C(CCC)[Li] (n-butyllithium). Solvent: O1CCCC1 (tetrahydrofuran). Conditions: time 30 minute. Product: OC(CCCC)C=1C=C(OC1)[Si](C)(C)C (4-(1-Hydroxypentyl)-2-trimethylsilylfuran). As a reaction SMILES: [CH3:1][Si:2]([CH3:11])([CH3:10])[C:3]1[O:7][CH:6]=[C:5]([CH:8]=[O:9])[CH:4]=1.[CH2:12]([Li])[CH2:13][CH2:14][CH3:15]>O1CCCC1>[OH:9][CH:8]([C:5]1[CH:4]=[C:3]([Si:2]([CH3:11])([CH3:10])[CH3:1])[O:7][CH:6]=1)[CH2:12][CH2:13][CH2:14][CH3:15]. Reported procedure: To a stirred solution of 5-trimethylsilyl-3-furaldehyde (0.134 g., 0.796 mmol) in 15 ml tetrahydrofuran at -78° under argon was added n-butyllithium (0.836 mmol in hexane). The reaction mixture was allowed to warm to room temperature, stirred for 30 minutes and quenched with a 5% ammonium chloride solution. The resulting mixture was partitioned between ethyl ether and 5% sodium bicarbonate solution. The organic portion was washed with water, saturated sodium chloride solution, dried over magnesi...